Dataset: the Open Reaction Database (ORD), a public repository of structured organic reaction records. Task: describe an organic reaction: reactants, conditions, products, and yield Starting materials: C1(=CC=CC=C1)C=CC(=CCC(=O)OC)O[Si](C)(C)C (Methyl 6-phenyl-4-[(trimethylsilyl)-oxy]-hexa-3,5-dienoate), BrN1C(CCC1=O)=O (N-bromo-succinimide). Solvent: O1CCCC1 (tetrahydrofuran). Reaction conditions: temperature 0 celsius, time 1 hour. The product is BrC(CC(=O)OC)C(C=CC1=CC=CC=C1)=O (Methyl 3-bromo-4-oxo-6-phenyl-5-hexenoate). Yield: 44.2%. RXN SMILES: [C:1]1([CH:7]=[CH:8][C:9]([O:16][Si](C)(C)C)=[CH:10][CH2:11][C:12]([O:14][CH3:15])=[O:13])[CH:6]=[CH:5][CH:4]=[CH:3][CH:2]=1.[Br:21]N1C(=O)CCC1=O>O1CCCC1>[Br:21][CH:10]([C:9](=[O:16])[CH:8]=[CH:7][C:1]1[CH:6]=[CH:5][CH:4]=[CH:3][CH:2]=1)[CH2:11][C:12]([O:14][CH3:15])=[O:13]. Procedure: A mixture of 4.2 g of the product of Step C, 40 ml of tetrahydrofuran and 2.7 g of N-bromo-succinimide was cooled to 0° C. and stirred for one hour at this temperature, then brought to dryness. The residue was chromatographed on silica, eluting with a hexane--ethyl acetate mixture (8-2) to obtain 1.9 g of the expected product. Thin layer chromatography; Rf=0.28 [eluant: hexane-- ethyl acetate (8-2)]. Starting materials: [BH4-], COc1cc2c(cc1OC)CC(=O)N(CCC=O)CC2, CN, CO, [Na+]. Yields the product CNCCCN1CCc2cc(OC)c(OC)cc2CC1=O. RXN SMILES: [BH4-:23].[CH3:1][O:2][c:3]1[cH:4][c:5]2[c:6]([cH:17][c:18]1[O:19][CH3:20])[CH2:7][C:8](=[O:16])[N:9]([CH2:12][CH2:13][CH:14]=[O:15])[CH2:10][CH2:11]2.[CH3:21][NH2:22].[CH3:25][OH:26].[Na+:24]>>[CH3:1][O:2][c:3]1[cH:4][c:5]2[c:6]([cH:17][c:18]1[O:19][CH3:20])[CH2:7][C:8](=[O:16])[N:9]([CH2:12][CH2:13][CH2:14][NH:22][CH3:21])[CH2:10][CH2:11]2. The reactants are N(=O)OCCCCC (n-Pentyl nitrite), Br (hydrobromic acid), C(C)C1=C(N(C)CC)C=CC=C1 (diethylmethylaniline), [Br-].[Na+] (sodium bromide), ClC1=C(C=CC=C1)Cl (o-dichlorobenzene). The product is BrC1=C(C=C(C=C1CC)C)CC (1-bromo-2,6-diethyl-4-methylbenzene). Reaction SMILES: [BrH:1].C([C:4]1[CH:13]=[CH:12][CH:11]=CC=1N(CC)C)C.[Br-].[Na+].N(O[CH2:19][CH2:20][CH2:21][CH2:22][CH3:23])=O.Cl[C:25]1[CH:30]=CC=CC=1Cl>>[Br:1][C:19]1[C:13]([CH2:12][CH3:11])=[CH:4][C:22]([CH3:23])=[CH:21][C:20]=1[CH2:30][CH3:25] |f:2.3|. Procedure: 48% aqueous hydrobromic acid (1.05 equiv.) is fed into a mixture of diethylmethylaniline (1.00 equiv.) and sodium bromide (0.10 equiv.) in o-dichlorobenzene. Water is then azeotroped off under vacuum. The resulting salt suspension is cooled to 50° C. n-Pentyl nitrite (1.05 equiv.) is fed subsurface at 50-55° C. over 2-hour period to afford 1-bromo-2,6-diethyl-4-methylbenzene as a yellow to light brown solution. The bottom aqueous phase is separated off. The organic phase is washed with 10% sodiu...